This data is from the Open Reaction Database (ORD), a public repository of structured organic reaction records. The task is: describe an organic reaction: reactants, conditions, products, and yield Starting materials: [OH-].[K+] (potassium hydroxide), O1C=NC(=C1)C1=CC(=C(C(=C1)C)O)C (4-(4-oxazoly)-2,6-dimethylphenol), BrCCCCCC1=CC(=NO1)C (5-(5-bromopentyl)-3-methylisoxazole). The product is CC1=C(OCCCCCC2=CC(=NO2)C)C(=CC(=C1)C=1N=COC1)C (5-{5-[2,6-Dimethyl-4-(4-oxazolyl)phenoxy]pentyl}-3-methylisoxazole), C(C)(=O)OC(C)C.CCCCCC (isopropyl acetate hexane). As a reaction SMILES: [O:1]1[CH:5]=[C:4]([C:6]2[CH:11]=[C:10]([CH3:12])[C:9]([OH:13])=[C:8]([CH3:14])[CH:7]=2)[N:3]=[CH:2]1.Br[CH2:16][CH2:17][CH2:18][CH2:19][CH2:20][C:21]1[O:25][N:24]=[C:23]([CH3:26])[CH:22]=1.[OH-].[K+]>>[CH3:14][C:8]1[CH:7]=[C:6]([C:4]2[N:3]=[CH:2][O:1][CH:5]=2)[CH:11]=[C:10]([CH3:12])[C:9]=1[O:13][CH2:16][CH2:17][CH2:18][CH2:19][CH2:20][C:21]1[O:25][N:24]=[C:23]([CH3:26])[CH:22]=1.[C:21]([O:13][CH:9]([CH3:8])[CH3:10])(=[O:25])[CH3:20].[CH3:5][CH2:4][CH2:6][CH2:7][CH2:8][CH3:9] |f:2.3,5.6|. Procedure details: 5-{5-[2,6-Dimethyl-4-(4-oxazolyl)phenoxy]pentyl}-3-methylisoxazole [XXIX; n=5, R1 and R2 =CH3 ], m.p. 47°-48° C. (pale yellow powder from isopropyl acetate/hexane) was prepared in 38% yield by reacting 4-(4-oxazoly)-2,6-dimethylphenol, m.p. 113°-115° C., with 5-(5-bromopentyl)-3-methylisoxazole according to the procedure of Example 9(c) but using potassium hydroxide in place of potassium carbonate. The reactants are O (Water), [N+](=O)(O)[O-].[N+](=O)(O)[O-].COC=1C=C(C=CC1N1C=NC(=C1)C)NC(=N)N (N-[3-Methoxy-4-(4-methyl-imidazol-1-yl)-phenyl]-guanidine dinitrate), ClC1=CC=C(C=C1)C(C#CCCCC)=O (1-(4-chloro-phenyl)-hept-2-yn-1-one), C[O-].[Na+] (sodium methanolat). The solvent is C(C)#N (acetonitrile). Conditions: temperature 120 celsius. The product is C(CCC)C1=NC(=NC(=C1)C1=CC=C(C=C1)Cl)NC1=CC(=C(C=C1)N1C=NC(=C1)C)OC ([4-Butyl-6-(4-chloro-phenyl)-pyrimidin-2-yl]-[3-methoxy-4-(4-methyl-imidazol-1-yl)-phenyl]-amine). Isolated yield 16.3%. As a reaction SMILES: [N+]([O-])(O)=O.[N+]([O-])(O)=O.[CH3:9][O:10][C:11]1[CH:12]=[C:13]([NH:23][C:24]([NH2:26])=[NH:25])[CH:14]=[CH:15][C:16]=1[N:17]1[CH:21]=[C:20]([CH3:22])[N:19]=[CH:18]1.[Cl:27][C:28]1[CH:33]=[CH:32][C:31]([C:34](=O)[C:35]#[C:36][CH2:37][CH2:38][CH2:39][CH3:40])=[CH:30][CH:29]=1.C[O-].[Na+].O>C(#N)C>[CH2:37]([C:36]1[CH:35]=[C:34]([C:31]2[CH:30]=[CH:29][C:28]([Cl:27])=[CH:33][CH:32]=2)[N:26]=[C:24]([NH:23][C:13]2[CH:14]=[CH:15][C:16]([N:17]3[CH:21]=[C:20]([CH3:22])[N:19]=[CH:18]3)=[C:11]([O:10][CH3:9])[CH:12]=2)[N:25]=1)[CH2:38][CH2:39][CH3:40] |f:0.1.2,4.5|. Procedure details: A suspension of N-[3-Methoxy-4-(4-methyl-imidazol-1-yl)-phenyl]-guanidine dinitrate (153 mg, 0.41 mmol), 1-(4-chloro-phenyl)-hept-2-yn-1-one (100 mg, 0.45 mmol, CAS 105363-17-5) and sodium methanolat (120 mg, 1.24 mmol) in acetonitrile (2.0 mL) was heated two times to 120° C. for 30 minutes in a microwave oven. Water was added and the reaction was extracted twice with ethyl acetate. The combined organic layers were dried over sodium sulfate, filtered and the solvent was evaporated. The residue w... The reactants are C(CCC)OC=1C=C2C(=C(C=NC2=CC1OCCOC)C#N)Cl (6-butoxy-4-chloro-7-(2-methoxyethoxy)-3-quinolinecarbonitrile), ClC1=C(N)C=C(C(=C1)Cl)OC (2,4-dichloro-5-methoxyaniline), Cl.N1=CC=CC=C1 (pyridine hydrochloride). Solvent: C(C)OCCO (2-ethoxyethanol). Conditions: temperature 120 celsius, time 1 hour. The product is C(CCC)OC=1C=C2C(=C(C=NC2=CC1OCCOC)C#N)NC1=C(C=C(C(=C1)OC)Cl)Cl (6-butoxy-4-[(2,4-dichloro-5-methoxyphenyl)amino]-7-(2-methoxyethoxy)-3-quinolinecarbonitrile). The yield is 34.5%. Reaction SMILES: [CH2:1]([O:5][C:6]1[CH:7]=[C:8]2[C:13](=[CH:14][C:15]=1[O:16][CH2:17][CH2:18][O:19][CH3:20])[N:12]=[CH:11][C:10]([C:21]#[N:22])=[C:9]2Cl)[CH2:2][CH2:3][CH3:4].[Cl:24][C:25]1[CH:31]=[C:30]([Cl:32])[C:29]([O:33][CH3:34])=[CH:28][C:26]=1[NH2:27].Cl.N1C=CC=CC=1>C(OCCO)C>[CH2:1]([O:5][C:6]1[CH:7]=[C:8]2[C:13](=[CH:14][C:15]=1[O:16][CH2:17][CH2:18][O:19][CH3:20])[N:12]=[CH:11][C:10]([C:21]#[N:22])=[C:9]2[NH:27][C:26]1[CH:28]=[C:29]([O:33][CH3:34])[C:30]([Cl:32])=[CH:31][C:25]=1[Cl:24])[CH2:2][CH2:3][CH3:4] |f:2.3|. Reported procedure: A mixture of 6-butoxy-4-chloro-7-(2-methoxyethoxy)-3-quinolinecarbonitrile (184 mg, 0.55 mmol), 2,4-dichloro-5-methoxyaniline (127 mg, 0.66 mmol) and pyridine hydrochloride (76 mg, 0.66 mmol) in 5 mL of 2-ethoxyethanol is heated at 120° C. for 7 hours. The reaction mixture is cooled to room temperature and concentrated in vacuo. Diethyl ether is added to the residue and the solids are collected and suspended in saturated aqueous sodium bicarbonate. After stirring for 1 hour the solids are collec... Conditions: temperature 80 celsius, time 24 hour. The product is O1B(OC(C)(C)C1(C)C)C=2C=CC3=C(C2)N(C4=C3CCC4)[Si](C(C)C)(C(C)C)C(C)C, O1B(OC(C)(C)C1(C)C)C=2C=CC3=C(C2)C4=C(N3[Si](C(C)C)(C(C)C)C(C)C)CCC4. Isolated yield 11.0%. The reagents and catalysts are O1BOC(C)(C)C1(C)C, O1B(OC(C)(C)C1(C)C)B2OC(C)(C)C(O2)(C)C, N=1C=CC=C2C=CC=3C=CC=NC3C12, C[OH2+].C[OH2+].C1CC=CCCC=C1.C1CC=CCCC=C1.[Ir].[Ir]. The reactants are C=1C=CC2=C(C1)C3=C(N2[Si](C(C)C)(C(C)C)C(C)C)CCC3. The solvent is CCCCCC. Reactants: [OH-].[NH4+] (ammonium hydroxide), C1(=CC=C(C=C1)S(=O)(=O)Cl)C (p-Toluenesulfonyl chloride), C1=CC(=CC(=C1)Cl)C(=O)OO (mCPBA), C(C1=CC=CC=C1)OC=1C=CC=2C3=C(C=NC2C1)N=C(N3CC3OC(OC3)(C)C)COCC (7-benzyloxy-1-[(2,2-dimethyl[1,3]dioxolan-4-yl)methyl]-2-ethoxymethyl-1H-imidazo[4,5-c]quinoline), C1=CC(=CC(=C1)Cl)C(=O)OO (mCPBA). The solvent is ClCCl (dichloromethane), ClCCl (dichloromethane), ClCCl (dichloromethane), ClCCl (dichloromethane). Reaction conditions: time 2 hour. Yields the product C(C1=CC=CC=C1)OC=1C=CC=2C3=C(C(=NC2C1)N)N=C(N3CC3OC(OC3)(C)C)COCC (7-benzyloxy-1-[(2,2-dimethyl[1,3]dioxolan-4yl)methyl]-2-ethoxymethyl-1H-imidazo[4,5-c]quinolin-4-ylamine). RXN SMILES: C1C=C(Cl)C=C(C(OO)=O)C=1.[CH2:12]([O:19][C:20]1[CH:21]=[CH:22][C:23]2[C:24]3[N:32]([CH2:33][CH:34]4[CH2:38][O:37][C:36]([CH3:40])([CH3:39])[O:35]4)[C:31]([CH2:41][O:42][CH2:43][CH3:44])=[N:30][C:25]=3[CH:26]=[N:27][C:28]=2[CH:29]=1)[C:13]1[CH:18]=[CH:17][CH:16]=[CH:15][CH:14]=1.[OH-].[NH4+:46].C1(C)C=CC(S(Cl)(=O)=O)=CC=1>ClCCl>[CH2:12]([O:19][C:20]1[CH:21]=[CH:22][C:23]2[C:24]3[N:32]([CH2:33][CH:34]4[CH2:38][O:37][C:36]([CH3:39])([CH3:40])[O:35]4)[C:31]([CH2:41][O:42][CH2:43][CH3:44])=[N:30][C:25]=3[C:26]([NH2:46])=[N:27][C:28]=2[CH:29]=1)[C:13]1[CH:18]=[CH:17][CH:16]=[CH:15][CH:14]=1 |f:2.3|. Procedure details: 3-Chloroperoxybenozic acid (mCPBA) (75% pure, 11.57 g, 50.27 mmol, 1.5 eq) was added to a solution of 7-benzyloxy-1-[(2,2-dimethyl[1,3]dioxolan-4-yl)methyl]-2-ethoxymethyl-1H-imidazo[4,5-c]quinoline (15.00 g, 33.52 mmol. 1 eq) in dichloromethane (200 mL), and the reaction mixture was stirred for two hours. Analysis by thin layer chromatography indicated the reaction was incomplete and additional mCPBA (1.2 g) was added and the reaction was stirred overnight. The reaction mixture was diluted with... The reactants are BrC1=CC=C(C=C1)CC(=N)NO (2-(4-bromophenyl)-N-hydroxyacetamidine), C(C#C)(=O)OCC (ethyl propiolate), CCO (EtOH), C1(=CC=CC=C1)OC1=CC=CC=C1 (diphenyl ether). The solvent is hexanes. Conditions: temperature 190 celsius, time 8 hour. Product: C(C)OC(=O)C=1N=C(NC1)CC1=CC=C(C=C1)Br (2-(4-bromobenzyl)-1H-imidazole-4-carboxylic acid ethyl ester). Yield: 49.0%. Reaction SMILES: [Br:1][C:2]1[CH:7]=[CH:6][C:5]([CH2:8][C:9]([NH:11]O)=[NH:10])=[CH:4][CH:3]=1.[C:13]([O:17][CH2:18][CH3:19])(=[O:16])[C:14]#[CH:15].CCO.C1(OC2C=CC=CC=2)C=CC=CC=1>>[CH2:18]([O:17][C:13]([C:14]1[N:10]=[C:9]([CH2:8][C:5]2[CH:6]=[CH:7][C:2]([Br:1])=[CH:3][CH:4]=2)[NH:11][CH:15]=1)=[O:16])[CH3:19]. Procedure details: 2-(4-bromophenyl)-N-hydroxyacetamidine (5.0 g, 21.8 mmol) and ethyl propiolate (2.4 mL, 24.0 mmol) were dissolved in EtOH (100 mL, 2 mol). The mixture was heated to reflux for 7 hours, cooled and then concentrated. The residue was then dissolved in diphenyl ether (75 mL, 470 mmol), heated at 190° C. for 2 hours, cooled, combined with 400 mL of hexanes, and allowed to sit overnight. The solvent was decanted and the precipitant was dissolved in DCM and purified by column chromatography (0-10% MeOH... Yields the product CC1(OC(C(O1)=CC(=O)N(C)CC1=C(C=C(C=C1)F)SC)=O)C (2-(2,2-Dimethyl-5-oxo-[1,3]dioxolan-4-ylidene)-N-(4-fluoro-2-methylsulfanyl-benzyl)-N-methyl-acetamide). The reactants are hexanes EtOAc, hexanes EtOAc, FC1=CC(=C(CNC)C=C1)SC ((4-fluoro-2-methylsulfanyl-benzyl)-methyl-amine), C(C)(C)N(CC)C(C)C (diisopropylethylamine), CC1(OC(C(O1)=CC(=O)Cl)=O)C ((2,2-dimethyl-5-oxo-[1,3]dioxolan-4-ylidene)-acetyl chloride). Conditions: time 1 hour. Run in C(Cl)Cl (CH2Cl2). The yield is 89.0%. Procedure: To a stirred solution of (4-fluoro-2-methylsulfanyl-benzyl)-methyl-amine (1.3 g) and diisopropylethylamine (1.74 mL, 10 mmol) in CH2Cl2 (60 mL) was added (2,2-dimethyl-5-oxo-[1,3]dioxolan-4-ylidene)-acetyl chloride (1.1 g, 6 mmol). After 1 h, the reaction mixture was concentrated and the resulting residue was taken up in ether (100 mL), washed with 1N HCl (10 mL) and brine (10 mL). The organic layer was dried over anhydrous Na2SO4, filtered and concentrated to give a viscous yellow oil. Flash ch... Reaction SMILES: [F:1][C:2]1[CH:10]=[CH:9][C:5]([CH2:6][NH:7][CH3:8])=[C:4]([S:11][CH3:12])[CH:3]=1.C(N(C(C)C)CC)(C)C.[CH3:22][C:23]1([CH3:33])[O:27][C:26](=[CH:28][C:29](Cl)=[O:30])[C:25](=[O:32])[O:24]1>C(Cl)Cl>[CH3:22][C:23]1([CH3:33])[O:27][C:26](=[CH:28][C:29]([N:7]([CH2:6][C:5]2[CH:9]=[CH:10][C:2]([F:1])=[CH:3][C:4]=2[S:11][CH3:12])[CH3:8])=[O:30])[C:25](=[O:32])[O:24]1. Reactants: [H-].[Al+3].[Li+].[H-].[H-].[H-] (Lithium aluminium hydride), [OH-].[Na+] (NaOH), O (water), Cl.C1(=CC=CC=C1)[C@@]1(NCCC1)C(=O)O ((±)-2-phenylproline hydrochloride), O (water). The solvent is C(C)(=O)OCC (ethyl acetate). Reaction conditions: temperature 0 celsius. The product is C1(=CC=CC=C1)[C@@]1(NCCC1)CO ((±)-2-phenylprolinol). RXN SMILES: [H-].[Al+3].[Li+].[H-].[H-].[H-].Cl.[C:8]1([C@@:14]2([C:19](O)=[O:20])[CH2:18][CH2:17][CH2:16][NH:15]2)[CH:13]=[CH:12][CH:11]=[CH:10][CH:9]=1.O.[OH-].[Na+]>C(OCC)(=O)C>[C:8]1([C@@:14]2([CH2:19][OH:20])[CH2:18][CH2:17][CH2:16][NH:15]2)[CH:9]=[CH:10][CH:11]=[CH:12][CH:13]=1 |f:0.1.2.3.4.5,6.7,9.10|. Procedure: Lithium aluminium hydride (1M in tetrahydrofuran; 10.6 ml) was added to a cooled (0° C.) suspension of (±)-2-phenylproline hydrochloride (0.85 g) and the mixture heated at reflux for 1.5 h. After cooling to 0° C., water (1 ml) was added followed by 2M NaOH (1 ml) and water (2 ml). The reaction mixture was diluted with ethyl acetate (50 ml) then filtered through a pad of Hi-flo and the residue concentrated in vacuo to give (±)-2-phenylprolinol as a yellow oil which solidified on standing. 1H NMR ... Reactants: C([O-])([O-])=O.[Na+].[Na+] (sodium carbonate), C([O-])(O)=O.[Na+] (sodium bicarbonate), N1(CCOCC1)CC1COC2=C(N1N)C=CC=C2 (3-(4-morpholinylmethyl)-4-amino-3,4-dihydro-2H-1,4-benzoxazine), [Na] (sodium), COC1=CC=C(C=C1)C(CC(CC)=O)=O (5-(4-methoxyphenyl)-3,5-pentanedione). Yields the product N1(CCOCC1)CC1COC=2C=3N1C(=C(C3C=CC2)C(C2=CC=C(C=C2)OC)=O)CC (3-(4-morpholinylmethyl)-5-ethyl-6-(4-methoxybenzoyl)-2,3-dihydropyrrolo[1,2,3-de]-1,4-benzoxazine). As a reaction SMILES: [N:1]1([CH2:7][CH:8]2[N:13](N)[C:12]3[CH:15]=[CH:16][CH:17]=[CH:18][C:11]=3[O:10][CH2:9]2)[CH2:6][CH2:5][O:4][CH2:3][CH2:2]1.[Na].[CH3:20][O:21][C:22]1[CH:27]=[CH:26][C:25]([C:28](=[O:34])[CH2:29][C:30](=O)[CH2:31][CH3:32])=[CH:24][CH:23]=1.C(=O)([O-])[O-].[Na+].[Na+].C(=O)(O)[O-].[Na+]>C(O)(=O)C.C(OCC)(=O)C.O>[N:1]1([CH2:7][CH:8]2[N:13]3[C:30]([CH2:31][CH3:32])=[C:29]([C:28](=[O:34])[C:25]4[CH:26]=[CH:27][C:22]([O:21][CH3:20])=[CH:23][CH:24]=4)[C:15]4[CH:16]=[CH:17][CH:18]=[C:11]([C:12]=43)[O:10][CH2:9]2)[CH2:6][CH2:5][O:4][CH2:3][CH2:2]1 |f:3.4.5,6.7,^1:18|. Reported procedure: A solution .fo 22.2 g (0.089 mole) of 3-(4-morpholinylmethyl)-4-amino-3,4-dihydro-2H-1,4-benzoxazine and 18.3 g (0.08 mole) of the sodium salt of 5-(4-methoxyphenyl)-3,5-pentanedione in 250 ml of glacial acetic acid was heated under reflux for four hours, then cooled and poured into 1500 ml of water and 600 ml of ethyl acetate. The mixture was neutralized by the addition of solid sodium carbonate and solid sodium bicarbonate with stirring, the organic layer was separated from the aqueous layer a... Solvent: C(C)(=O)OCC (ethyl acetate), O (water), C(C)(=O)O (acetic acid).